Dataset: the Open Reaction Database (ORD), a public repository of structured organic reaction records. Task: describe an organic reaction: reactants, conditions, products, and yield Starting materials: C[Al](C)C, CC(N)c1ccccc1, ClCCl, FC1(F)CCCC2OC21, [Na]. Product: CC(NC1CCCC(F)(F)C1O)c1ccccc1. RXN SMILES: [CH3:10][Al:11]([CH3:12])[CH3:13].[CH3:1][CH:2]([NH2:3])[c:4]1[cH:5][cH:6][cH:7][cH:8][cH:9]1.[Cl:24][CH2:25][Cl:26].[F:14][C:15]1([F:22])[CH:16]2[O:17][CH:18]2[CH2:19][CH2:20][CH2:21]1.[Na:23]>>[CH3:1][CH:2]([NH:3][CH:18]1[CH:16]([OH:17])[C:15]([F:14])([F:22])[CH2:21][CH2:20][CH2:19]1)[c:4]1[cH:5][cH:6][cH:7][cH:8][cH:9]1.